This data is from the Open Reaction Database (ORD), a public repository of structured organic reaction records. The task is: describe an organic reaction: reactants, conditions, products, and yield Reactants: C(CCCC)C1=CC=C(C=C1)S(=O)(=O)NC1(CNC1)CC(=O)OCC (Ethyl 2-(3-(4-pentylphenylsulfonamido)azetidin-3-yl)acetate), C=O (formaldehyde). Solvent: C(=O)O (formic acid). Run at temperature 110 celsius, time 2 hour. Product: CN1CC(C1)(NS(=O)(=O)C1=CC=C(C=C1)CCCCC)CC(=O)OCC (Ethyl 2-(1-methyl-3-(4-pentylphenylsulfonamido)azetidin-3-yl)acetate). Yield: 55.0%. As a reaction SMILES: [CH2:1]([C:6]1[CH:11]=[CH:10][C:9]([S:12]([NH:15][C:16]2([CH2:20][C:21]([O:23][CH2:24][CH3:25])=[O:22])[CH2:19][NH:18][CH2:17]2)(=[O:14])=[O:13])=[CH:8][CH:7]=1)[CH2:2][CH2:3][CH2:4][CH3:5].[CH2:26]=O>C(O)=O>[CH3:26][N:18]1[CH2:19][C:16]([CH2:20][C:21]([O:23][CH2:24][CH3:25])=[O:22])([NH:15][S:12]([C:9]2[CH:8]=[CH:7][C:6]([CH2:1][CH2:2][CH2:3][CH2:4][CH3:5])=[CH:11][CH:10]=2)(=[O:14])=[O:13])[CH2:17]1. Procedure details: Ethyl 2-(3-(4-pentylphenylsulfonamido)azetidin-3-yl)acetate (35 mg, 0.095 mmol) was dissolved into formic acid (2 mL). The solution was treated with formaldehyde (16 mg of 36% solution, 0.19 mmol). The mixture was stirred at 110° C. for 2 h. Solvent was removed under vacuum. The residue was added CH2Cl2(10 mL) and washed with saturated sodium bicarbonate (3×5 mL) and H2O (10 mL) dried over MgSO4 and concentrated. The residue was loaded onto a silica gel column and eluted with EtOAc/hexane (30% t... Reactants: O=C(O)c1cc(F)c(Cl)nc1Cl, CCOC(=O)C1CCNCC1, CN(C)C=O. The product is CCOC(=O)C1CCN(c2nc(Cl)c(C(=O)O)cc2F)CC1. RXN SMILES: [Cl:12][c:13]1[c:14]([C:15](=[O:16])[OH:17])[cH:18][c:19]([F:23])[c:20]([Cl:22])[n:21]1.[NH:1]1[CH2:2][CH2:3][CH:4]([C:5](=[O:6])[O:7][CH2:8][CH3:9])[CH2:10][CH2:11]1.[O:24]=[CH:25][N:26]([CH3:27])[CH3:28]>>[N:1]1([c:20]2[c:19]([F:23])[cH:18][c:14]([C:15](=[O:16])[OH:17])[c:13]([Cl:12])[n:21]2)[CH2:2][CH2:3][CH:4]([C:5](=[O:6])[O:7][CH2:8][CH3:9])[CH2:10][CH2:11]1.